This data is from the Open Reaction Database (ORD), a public repository of structured organic reaction records. The task is: describe an organic reaction: reactants, conditions, products, and yield The product is CCOC(=O)c1cc(CN(C)C)c[nH]1. Reaction SMILES: [C:16]([BH3-:17])#[N:18].[CH3:13][NH:14][CH3:15].[CH3:21][OH:22].[CH:1](=[O:2])[c:3]1[cH:4][c:5]([C:8](=[O:9])[O:10][CH2:11][CH3:12])[nH:6][cH:7]1.[Na+:19].[OH2:20]>>[CH2:1]([c:3]1[cH:4][c:5]([C:8](=[O:9])[O:10][CH2:11][CH3:12])[nH:6][cH:7]1)[N:14]([CH3:13])[CH3:15]. Starting materials: [BH3-]C#N, CNC, CO, CCOC(=O)c1cc(C=O)c[nH]1, [Na+], O. Starting materials: O (water), [H-].[Na+] (Sodium hydride), C(C)(C)C1=CC=C(C=C1)C1C(OC2=C1C=CC(=C2)O)(C)C (3-(4-isopropylphenyl)-2,2-dimethyl-2,3-dihydrobenzofuran-6-ol), COC1=CC=C(CCl)C=C1 (4-methoxybenzyl chloride). Run in CN(C=O)C (N,N-dimethylformamide). Conditions: time 30 minute. Product: C(C)(C)C1=CC=C(C=C1)C1C(OC2=C1C=CC(=C2)OCC2=CC=C(C=C2)OC)(C)C (3-(4-Isopropylphenyl)-6-(4-methoxybenzyloxy)-2,2-dimethyl-2,3-dihydrobenzofuran). Yield: 73.9%. RXN SMILES: [H-].[Na+].[CH:3]([C:6]1[CH:11]=[CH:10][C:9]([CH:12]2[C:16]3[CH:17]=[CH:18][C:19]([OH:21])=[CH:20][C:15]=3[O:14][C:13]2([CH3:23])[CH3:22])=[CH:8][CH:7]=1)([CH3:5])[CH3:4].[CH3:24][O:25][C:26]1[CH:33]=[CH:32][C:29]([CH2:30]Cl)=[CH:28][CH:27]=1.O>CN(C)C=O>[CH:3]([C:6]1[CH:7]=[CH:8][C:9]([CH:12]2[C:16]3[CH:17]=[CH:18][C:19]([O:21][CH2:30][C:29]4[CH:32]=[CH:33][C:26]([O:25][CH3:24])=[CH:27][CH:28]=4)=[CH:20][C:15]=3[O:14][C:13]2([CH3:23])[CH3:22])=[CH:10][CH:11]=1)([CH3:5])[CH3:4] |f:0.1|. Procedure: Sodium hydride (60% liquid paraffin dispersion, 179.0 mg, 4.48 mmol) was added to a solution of 3-(4-isopropylphenyl)-2,2-dimethyl-2,3-dihydrobenzofuran-6-ol (1.12 g, 4.00 mmol) in N,N-dimethylformamide (15 mL) at 0° C., and the mixture was stirred for 30 minutes at the same temperature. To the reaction mixture was added 4-methoxybenzyl chloride (636.8 mg, 4.07 mmol) and the mixture was stirred for further 30 minutes at room temperature. The reaction mixture was poured into water, and extracted ... The reactants are BrCC(=O)OCC (ethyl 2-bromoacetate), BrCCBr (1,2-dibromoethane), ClC1=CC=C(C=C1)C=1C=C2C(=NC1C1=C(C=C(C=C1)Cl)Cl)OC(CC2=O)(C)C (6-(4-Chlorophenyl)-7-(2,4-dichlorophenyl)-2,2-dimethyl-2,3-dihydro-4H-pyrano[2,3-b]pyridin-4-one), Cl[Si](C)(C)C (Chlorotrimethylsilane). Reagents/catalysts: [Zn] (Zn). The solvent is C1CCOC1 (THF), C1CCOC1 (THF), CCOC(=O)C (EtOAc). Reaction conditions: temperature 65 celsius. Yields the product ClC1=CC=C(C=C1)C=1C=C2C(=NC1C1=C(C=C(C=C1)Cl)Cl)OC(CC2(O)CC(=O)OCC)(C)C (ethyl 2-(6-(4-chlorophenyl)-7-(2,4-dichlorophenyl)-4-hydroxy-2,2-dimethyl-3,4-dihydro-2H-pyrano[2,3-b]pyridin-4-yl)acetate). RXN SMILES: Br[CH2:2][C:3]([O:5][CH2:6][CH3:7])=[O:4].BrCCBr.Cl[Si](C)(C)C.[Cl:17][C:18]1[CH:23]=[CH:22][C:21]([C:24]2[CH:25]=[C:26]3[C:41](=[O:42])[CH2:40][C:39]([CH3:44])([CH3:43])[O:38][C:27]3=[N:28][C:29]=2[C:30]2[CH:35]=[CH:34][C:33]([Cl:36])=[CH:32][C:31]=2[Cl:37])=[CH:20][CH:19]=1>C1COCC1.CCOC(C)=O.[Zn]>[Cl:17][C:18]1[CH:19]=[CH:20][C:21]([C:24]2[CH:25]=[C:26]3[C:41]([CH2:2][C:3]([O:5][CH2:6][CH3:7])=[O:4])([OH:42])[CH2:40][C:39]([CH3:44])([CH3:43])[O:38][C:27]3=[N:28][C:29]=2[C:30]2[CH:35]=[CH:34][C:33]([Cl:36])=[CH:32][C:31]=2[Cl:37])=[CH:22][CH:23]=1. Procedure: A mixture of ethyl 2-bromoacetate (0.334 mL 3.01 mmol), 1,2-dibromoethane (0.02 mL, 0.23 mmol), Zn powder (0.227 g, 3.47 mmol) and THF (2.5 mL) was heated to 65° C. for 2 min before cooling to rt. Chlorotrimethylsilane (0.015 mL, 0.116 mmol) was added and the reaction was stirred for 5 min at which point the product of Example 1 (1 g, 2.315 mmol) in THF 10 mL was added. The reaction was heated to 70° C. After 1 h the reaction was cooled to rt. The reaction was diluted with EtOAc and washed with ... Starting materials: O=C([O-])[O-], CO, [Cl-], C[Si](C)(C)C#CC(=Nc1ccc(Cl)cc1)SCC1CCCCC1, [K+], [K+], [Na+]. The product is C#CC(=Nc1ccc(Cl)cc1)SCC1CCCCC1. RXN SMILES: [C:24](=[O:25])([O-:26])[O-:27].[CH3:32][OH:33].[Cl-:31].[Cl:1][c:2]1[cH:3][cH:4][c:5]([N:8]=[C:9]([C:10]#[C:11][Si:12]([CH3:13])([CH3:14])[CH3:15])[S:16][CH2:17][CH:18]2[CH2:19][CH2:20][CH2:21][CH2:22][CH2:23]2)[cH:6][cH:7]1.[K+:28].[K+:29].[Na+:30]>>[Cl:1][c:2]1[cH:3][cH:4][c:5]([N:8]=[C:9]([C:10]#[CH:11])[S:16][CH2:17][CH:18]2[CH2:19][CH2:20][CH2:21][CH2:22][CH2:23]2)[cH:6][cH:7]1. The reactants are CC1(OCC(O1)CCO)C ((±)-2-(2,2-Dimethyl-[1,3]dioxolan-4-yl)-ethanol), C1(=CC=CC=C1)P(C1=CC=CC=C1)C1=CC=CC=C1 (Triphenylphosphine), N1C=NC=C1 (imidazole), II (iodine). Solvent: C1CCOC1.C(C)#N (THF acetonitrile). Conditions: temperature 20 celsius, time 20 minute. Product: ICCC1OC(OC1)(C)C (4-(2-iodo-ethyl)-2,2-dimethyl-[1,3]dioxolane). As a reaction SMILES: C1(P(C2C=CC=CC=2)C2C=CC=CC=2)C=CC=CC=1.N1C=CN=C1.[I:25]I.[CH3:27][C:28]1([CH3:36])[O:32][CH:31]([CH2:33][CH2:34]O)[CH2:30][O:29]1>C1COCC1.C(#N)C>[I:25][CH2:34][CH2:33][CH:31]1[CH2:30][O:29][C:28]([CH3:36])([CH3:27])[O:32]1 |f:4.5|. Reported procedure: Triphenylphosphine (172 mmol, 45 g) and imidazole (172 mmol, 12 g) were dissolved in THF/acetonitrile (3:1, 300 ml). The mixture was cooled under an ice bath, and iodine (172 mmol, 44 g) was added in four portions with vigorous stirring over 20 minutes. The resulting slurry was warmed to 20° C. and then cooled to 0° C. (±)-2-(2,2-Dimethyl-[1,3]dioxolan-4-yl)-ethanol (156 mmol, 25 g) was added dropwise to the reaction mixture over 15 minutes. The mixture was stirred at room temperature overnight.... Reactants: C(C)(C)(C)OC(=O)N1[C@@H](CC(C1)=O)C(=O)O ((2S)-1-(tert-butoxycarbonyl)-4-oxo-2-pyrrolidinecarboxylic acid), C(C)(C)(C)OC(=O)N1[C@@H](CC(C1)=O)C(=O)O ((2S)-1-(tert-butoxycarbonyl)-4-oxo-2-pyrrolidinecarboxylic acid), Cl.C(C)ON (O-ethylhydroxylamine hydrochloride), N1=CC=CC=C1 (pyridine). Solvent: C(C)O (ethanol). Product: C(C)(C)(C)OC(=O)N1[C@@H](CC(C1)=NOCC)C(=O)O ((2S,4EZ)-1-(tert-butoxycarbonyl)-4-(ethoxyimino)-2-pyrrolidinecarboxylic acid). Yield: 91.8%. As a reaction SMILES: [C:1]([O:5][C:6]([N:8]1[CH2:12][C:11](=O)[CH2:10][C@H:9]1[C:14]([OH:16])=[O:15])=[O:7])([CH3:4])([CH3:3])[CH3:2].Cl.[CH2:18]([O:20][NH2:21])[CH3:19].N1C=CC=CC=1>C(O)C>[C:1]([O:5][C:6]([N:8]1[CH2:12][C:11](=[N:21][O:20][CH2:18][CH3:19])[CH2:10][C@H:9]1[C:14]([OH:16])=[O:15])=[O:7])([CH3:4])([CH3:3])[CH3:2] |f:1.2|. Procedure: A solution was made containing (2S)-(tert-butoxycarbonyl)-4-oxo-2-pyrrolidinecarboxylic acid (Intermediate 1, 5.0 g, 22 mmol) and O-ethylhydroxylamine hydrochloride (6.4 g, 65.5 mmol) in a 1:1 mixture of pyridine and ethanol (100 ml). The reaction was heated to reflux for 2.5 h before cooling and removal of solvent. The residue was dissolved in ethyl acetate and washed rapidly with 1.3N HCl (40 ml). The acidic layer was then extracted with ethyl acetate (3×20 ml) and the combined organic layers ... The reactants are C(=O)(OC(C)(C)C)N1CC(C1)C(=O)O (Boc-azetidine-3-carboxylic acid), C1=CN(C=N1)C(=O)N2C=CN=C2 (CDI), FC1=C(C=C(C=C1)C(N)=NO)NC(=O)C1=CN=C2N1C=CC=C2 (N-(2-fluoro-5-(N′-hydroxycarbamimidoyl)phenyl)imidazo[1,2-a]pyridine-3-carboxamide). The solvent is CN1CCCC1=O (NMP). Reaction conditions: temperature 125 celsius, time 10 minute. Product: FC1=C(C=C(C=C1)C1=NOC(=N1)C1CN(C1)C(=O)OC(C)(C)C)NC(=O)C1=CN=C2N1C=CC=C2 (tert-butyl 3-(3-(4-fluoro-3-(imidazo[1,2-a]pyridine-3-carboxamido)phenyl)-1,2,4-oxadiazol-5-yl)azetidine-1-carboxylate). As a reaction SMILES: [C:1]([N:8]1[CH2:11][CH:10]([C:12]([OH:14])=O)[CH2:9]1)([O:3][C:4]([CH3:7])([CH3:6])[CH3:5])=[O:2].C1N=CN(C(N2C=NC=C2)=O)C=1.[F:27][C:28]1[CH:33]=[CH:32][C:31]([C:34](=[N:36]O)[NH2:35])=[CH:30][C:29]=1[NH:38][C:39]([C:41]1[N:45]2[CH:46]=[CH:47][CH:48]=[CH:49][C:44]2=[N:43][CH:42]=1)=[O:40]>CN1C(=O)CCC1>[F:27][C:28]1[CH:33]=[CH:32][C:31]([C:34]2[N:35]=[C:12]([CH:10]3[CH2:9][N:8]([C:1]([O:3][C:4]([CH3:5])([CH3:6])[CH3:7])=[O:2])[CH2:11]3)[O:14][N:36]=2)=[CH:30][C:29]=1[NH:38][C:39]([C:41]1[N:45]2[CH:46]=[CH:47][CH:48]=[CH:49][C:44]2=[N:43][CH:42]=1)=[O:40]. Reported procedure: To a stirring solution of Boc-azetidine-3-carboxylic acid (162 mg, 0.8 mmol) in anhydrous NMP (4 mL) was added CDI (131 mg, 0.8 mmol). The reaction was stirred for 10 minutes. N-(2-fluoro-5-(N′-hydroxycarbamimidoyl)phenyl)imidazo[1,2-a]pyridine-3-carboxamide (50) (125 mg, 0.4 mmol) was added and the reaction was stirred for 15 minutes, then heated via microwave at 125° C. for 15 minutes. The crude was purified via reverse phase HPLC to afford tert-butyl 3-(3-(4-fluoro-3-(imidazo[1,2-a]pyridine-3... The reactants are COC(=O)C1=NC=NC=C1 (methylpyrimidine-4-carboxylate), BrC=1C(=NC(=NC1)C)C(=S)O (5-bromo-2-methylthiopyrimidine-4-carboxylic acid). Reagents/catalysts: [Ni] (Raney-nickel). The product is N1=CN=C(C=C1)C(=O)O (pyrimidine-4-carboxylic acid). RXN SMILES: C[O:2][C:3]([C:5]1[CH:10]=[CH:9][N:8]=[CH:7][N:6]=1)=[O:4].BrC1C(C(O)=S)=NC(C)=NC=1>[Ni]>[N:8]1[CH:9]=[CH:10][C:5]([C:3]([OH:4])=[O:2])=[N:6][CH:7]=1. Procedure: While J. Org. Chem., 30, 2398 (1965) describes that methylpyrimidine-4-carboxylate can be synthesized by treating 5-bromo-2-methylthiopyrimidine-4-carboxylic acid with Raney-nickel, as described in J. Chem. Soc., 1953, 3129, to give pyrimidine-4-carboxylic acid, and heating the obtained compound in methanol in the presence of concentrated hydrochloric acid. This method is problematic in the availability of the starting materials. As a reaction SMILES: C([O-])C.[Na+].OC1C=C(C=C([N+]([O-])=O)C=1C1C=CC=CC=1)C(OCC)=O.C(I)C.[CH2:29]([O:31][C:32]1[CH:33]=[C:34]([CH:38]=[C:39]([N+:47]([O-:49])=[O:48])[C:40]=1[C:41]1[CH:46]=[CH:45][CH:44]=[CH:43][CH:42]=1)[C:35]([O-:37])=[O:36])[CH3:30].[Na+]>C(O)C>[CH2:29]([O:31][C:32]1[CH:33]=[C:34]([CH:38]=[C:39]([N+:47]([O-:49])=[O:48])[C:40]=1[C:41]1[CH:46]=[CH:45][CH:44]=[CH:43][CH:42]=1)[C:35]([OH:37])=[O:36])[CH3:30] |f:0.1,4.5|. Reactants: C(C)[O-].[Na+] (sodium ethanolate), C(C)[O-].[Na+] (sodium ethanolate), OC=1C=C(C(=O)OCC)C=C(C1C1=CC=CC=C1)[N+](=O)[O-] (ethyl 3-hydroxy-5-nitro-4-phenylbenzoate), C(C)I (ethyl iodide), C(C)I (ethyl iodide), C(C)OC=1C=C(C(=O)[O-])C=C(C1C1=CC=CC=C1)[N+](=O)[O-].[Na+] (sodium 3-ethoxy-5-nitro-4-phenylbenzoate). Yields the product C(C)OC=1C=C(C(=O)O)C=C(C1C1=CC=CC=C1)[N+](=O)[O-] (3-ethoxy-5-nitro-4-phenylbenzoic acid). Procedure: To a solution of sodium ethanolate (prepared from 0.5 g of sodium) in dry ethanol (40 ml), ethyl 3-hydroxy-5-nitro-4-phenylbenzoate (4.4 g) is added followed by ethyl iodide (2.5 ml), and the resulting solution is refluxed for 20 hours. After about 6 hours an additional amount of sodium ethanolate (prepared from 0.25 g of sodiumn) in dry ethanol (10 ml) is added followed by ethyl iodide (1.3 ml). The mixture is evaporated in vacuo, 2 N sodium hydroxide (25 ml) is added to the residue, and the mi... Solvent: C(C)O (ethanol), C(C)O (ethanol).